Dataset: the Open Reaction Database (ORD), a public repository of structured organic reaction records. Task: describe an organic reaction: reactants, conditions, products, and yield Starting materials: [Cl-].[NH4+] (ammonium chloride), N1(CCCC1)C1(CCC2(OCCO2)CC1)C#N (8-pyrrolidin-1-yl-1,4-dioxaspiro[4.5]decane-8-carbonitrile), C(C1=CC=CC=C1)[Mg]Cl (benzylmagnesium chloride). Solvent: C1CCOC1 (THF), O1CCCC1 (tetrahydrofuran). Reaction conditions: time 8 hour. Yields the product C(C1=CC=CC=C1)C1(CCC2(OCCO2)CC1)N1CCCC1 (1-(8-benzyl-1,4-dioxaspiro[4.5]dec-8-yl)pyrrolidine), yellow solid. Reaction SMILES: [N:1]1([C:6]2([C:16]#N)[CH2:15][CH2:14][C:9]3([O:13][CH2:12][CH2:11][O:10]3)[CH2:8][CH2:7]2)[CH2:5][CH2:4][CH2:3][CH2:2]1.C([Mg]Cl)[C:19]1[CH:24]=[CH:23][CH:22]=[CH:21][CH:20]=1.[Cl-].[NH4+]>C1COCC1>[CH2:16]([C:6]1([N:1]2[CH2:5][CH2:4][CH2:3][CH2:2]2)[CH2:15][CH2:14][C:9]2([O:13][CH2:12][CH2:11][O:10]2)[CH2:8][CH2:7]1)[C:19]1[CH:24]=[CH:23][CH:22]=[CH:21][CH:20]=1 |f:2.3|. Procedure details: A solution of 40.0 g 8-pyrrolidin-1-yl-1,4-dioxaspiro[4.5]decane-8-carbonitrile in 150 ml analytical grade tetrahydrofuran was added dropwise to 127 ml 2.0 molar benzylmagnesium chloride solution in THF under a nitrogen atmosphere and the mixture was stirred overnight at room temperature. For working up, 50 ml saturated ammonium chloride solution were added, while cooling with ice, the phases were separated, the aqueous phase was extracted three times with 50 ml diethyl ether each time, the comb... Reactants: C(C1=CC=CC=C1)N1C(N([C@H]([C@H]1CO)C(NC(CC1=CC=C(C=C1)C)C1=CC=CC=C1)=O)CC1=CC=CC=C1)=O (cis-1,3-dibenzyl-4-{N-[(+)-1-phenyl-2-(p-tolyl)ethyl]carbamoyl}- 5-hydroxymethyl-tetrahydroimidazol-2-one), S(O)(O)(=O)=O (sulfuric acid). Solvent: O1CCOCC1 (dioxane). Reaction conditions: time 1 hour. Product: C(C1=CC=CC=C1)N1C(N([C@H]2[C@@H]1COC2=O)CC2=CC=CC=C2)=O (cis-1,3-dibenzyl-hexahydrofuro[3,4-d]imidazole-2,4-dione). Isolated yield 84.4%. As a reaction SMILES: [CH2:1]([N:8]1[C@H:12]([CH2:13][OH:14])[C@H:11]([C:15](=[O:32])NC(C2C=CC=CC=2)CC2C=CC(C)=CC=2)[N:10]([CH2:33][C:34]2[CH:39]=[CH:38][CH:37]=[CH:36][CH:35]=2)[C:9]1=[O:40])[C:2]1[CH:7]=[CH:6][CH:5]=[CH:4][CH:3]=1.S(=O)(=O)(O)O>O1CCOCC1>[CH2:1]([N:8]1[C@H:12]2[CH2:13][O:14][C:15](=[O:32])[C@H:11]2[N:10]([CH2:33][C:34]2[CH:39]=[CH:38][CH:37]=[CH:36][CH:35]=2)[C:9]1=[O:40])[C:2]1[CH:7]=[CH:6][CH:5]=[CH:4][CH:3]=1. Procedure: A mixture of the amide-alcohol (3.0 g) prepared in Example 8, dioxane (30 ml) and 20 % sulfuric acid (20 ml) is refluxed with stirring for 1 hour. After the reaction is completed, the mixture is concentrated to one third of the original volume and diluted with water (50 ml). The precipitate is filtered to give cis-1,3-dibenzyl-hexahydrofuro[3,4-d]imidazole-2,4-dione (1.53 g, 84.5 %). M.P. 106.5° to 109° C. [α]D20 + 2.6° (C = 2 in CHCl3). The infrared spectrum of the sample is identified with tha... The reactants are C1(=CC=CC2=CC=CC=C12)C(=O)O (1-naphthoic acid). The reagents and catalysts are [Pd] (Palladium-on-carbon). Solvent: C(C)(=O)O (acetic acid). Reaction conditions: time 4 day. Product: C1CCCC=2C(=CC=CC12)C(=O)O (1,2,3,4-tetrahydro-5-naphthoic acid). The yield is 8.6%. Reaction SMILES: [C:1]1([C:11]([OH:13])=[O:12])[C:10]2[C:5](=[CH:6][CH:7]=[CH:8][CH:9]=2)[CH:4]=[CH:3][CH:2]=1>C(O)(=O)C.[Pd]>[CH2:6]1[C:5]2[CH:4]=[CH:3][CH:2]=[C:1]([C:11]([OH:13])=[O:12])[C:10]=2[CH2:9][CH2:8][CH2:7]1. Reported procedure: 10% w/w Palladium-on-carbon (10 g) was added to a solution of 1-naphthoic acid (33.4 g) in glacial acetic acid (150 ml) and the mixture hydrogenated at 345 kPa (50 psi) and 85° C. for 4 days. The warm mixture was filtered through a short column of Arbacel (trade mark) filter aid and the pad washed with glacial acetic acid (150 ml). Water (1.5 L) was added to the filtrate and the resulting precipitate filtered off and washed with water. The precipitate was dissolved in dichloromethane, the soluti... Reactants: CO, COC(=O)C1OC1c1ccc(F)cc1, [Li+], [OH-], O. The product is O=C(O)C1OC1c1ccc(F)cc1. As a reaction SMILES: [CH3:17][OH:18].[F:1][c:2]1[cH:3][cH:4][c:5]([CH:8]2[CH:9]([C:10](=[O:11])[O:12][CH3:13])[O:14]2)[cH:6][cH:7]1.[Li+:15].[OH-:16].[OH2:19]>>[F:1][c:2]1[cH:3][cH:4][c:5]([CH:8]2[CH:9]([C:10](=[O:11])[OH:12])[O:14]2)[cH:6][cH:7]1. Starting materials: solution, N(=NC(=O)OCC)C(=O)OCC (diethyl azodicarboxylate), C1(=CC=CC=C1)C (toluene), OC[C@@H]([C@H]1OC([C@@H](C1)C(C)C)=O)NS(=O)(=O)C1=C(C=CC=C1)[N+](=O)[O-] (N-{(S)-2-hydroxy-1-[(2S,4S)-4-isopropyl-5-oxotetrahydrofuran-2-yl]ethyl}-2-nitrobenzenesulfonamide), C1(=CC=CC=C1)P(C1=CC=CC=C1)C1=CC=CC=C1 (triphenylphosphine). The solvent is O1CCCC1 (tetrahydrofuran). Conditions: time 10 minute. The product is C(C)(C)[C@H]1C(O[C@@H](C1)C1[N@](C1)S(=O)(=O)C1=C(C=CC=C1)[N+](=O)[O-])=O ((3S,5S)-3-Isopropyl-5-[(S)-1-(2-nitrobenzenesulfonyl)aziridin-2-yl]dihydrofuran-2-one). Yield: 89.7%. As a reaction SMILES: N(C(OCC)=O)=NC(OCC)=O.C1(C)C=CC=CC=1.O[CH2:21][C@H:22]([NH:32][S:33]([C:36]1[CH:41]=[CH:40][CH:39]=[CH:38][C:37]=1[N+:42]([O-:44])=[O:43])(=[O:35])=[O:34])[C@@H:23]1[CH2:27][C@@H:26]([CH:28]([CH3:30])[CH3:29])[C:25](=[O:31])[O:24]1.C1(P(C2C=CC=CC=2)C2C=CC=CC=2)C=CC=CC=1>O1CCCC1>[CH:28]([C@@H:26]1[CH2:27][C@@H:23]([CH:22]2[CH2:21][N@@:32]2[S:33]([C:36]2[CH:41]=[CH:40][CH:39]=[CH:38][C:37]=2[N+:42]([O-:44])=[O:43])(=[O:35])=[O:34])[O:24][C:25]1=[O:31])([CH3:30])[CH3:29]. Procedure details: 5.9 ml of a solution of diethyl azodicarboxylate in toluene (40%) (12.9 mmol) was added to a solution of 4.00 g of N-{(S)-2-hydroxy-1-[(2S,4S)-4-isopropyl-5-oxotetrahydrofuran-2-yl]ethyl}-2-nitrobenzenesulfonamide obtained in Example (1f) (10.7 mmol) and 3.38 g of triphenylphosphine (12.9 mmol) in tetrahydrofuran (100 ml) under ice-cooling over 10 minutes, and the mixture was stirred at the same temperature for 10 minutes. The reaction mixture was concentrated under reduced pressure, and the res... Reaction SMILES: [CH2:1]([CH3:2])[O:3][C:4]([c:5]1[cH:6][c:7]([NH2:11])[cH:8][cH:9][cH:10]1)=[O:12].[ClH:17].[N:13]([O-:14])=[O:15].[Na+:16]>>[CH2:1]([CH3:2])[O:3][C:4]([c:5]1[cH:6][c:7]([NH:11][NH2:13])[cH:8][cH:9][cH:10]1)=[O:12]. Starting materials: CCOC(=O)c1cccc(N)c1, Cl, O=N[O-], [Na+]. Yields the product CCOC(=O)c1cccc(NN)c1. The reactants are C(=O)(N1C=NC=C1)N1C=NC=C1 (1,1'-carbonyldiimidazole), [Si](C)(C)(C(C)(C)C)OCC1=CC(=C(OC(C(=O)O)C2=CC3=C(C=C2)OCO3)C=C1)CCC (α-(4-tert-butyldimethylsilyloxymethyl-2-n-propylphenoxy)-3,4-methylenedioxyphenylacetic acid), C(C)(C)C1=CC=C(C=C1)S(=O)(=O)N (4-iso-propylbenzenesulfonamide), N12CCCCCC2=NCCC1 (1,8-diazabicyclo[5.4.0]undec-7-ene). Solvent: C1CCOC1 (THF), CCOC(=O)C (EtOAc). Yields the product C(C)(C)C1=CC=C(C=C1)S(=O)(=O)NC(C(OC1=C(C=C(C=C1)CO[Si](C)(C)C(C)(C)C)CCC)C1=CC2=C(C=C1)OCO2)=O (N-(4-iso-propylbenzenesulfonyl)-α-(4-tert-butyldimethylsilyloxymethyl-2-n-propylphenoxy)-3,4-methylenedioxyphenylacetamide). Yield: 69.4%. As a reaction SMILES: [Si:1]([O:8][CH2:9][C:10]1[CH:29]=[CH:28][C:13]([O:14][CH:15]([C:19]2[CH:24]=[CH:23][C:22]3[O:25][CH2:26][O:27][C:21]=3[CH:20]=2)[C:16]([OH:18])=O)=[C:12]([CH2:30][CH2:31][CH3:32])[CH:11]=1)([C:4]([CH3:7])([CH3:6])[CH3:5])([CH3:3])[CH3:2].C(N1C=CN=C1)(N1C=CN=C1)=O.[CH:45]([C:48]1[CH:53]=[CH:52][C:51]([S:54]([NH2:57])(=[O:56])=[O:55])=[CH:50][CH:49]=1)([CH3:47])[CH3:46].N12CCCN=C1CCCCC2>C1COCC1.CCOC(C)=O>[CH:45]([C:48]1[CH:49]=[CH:50][C:51]([S:54]([NH:57][C:16](=[O:18])[CH:15]([C:19]2[CH:24]=[CH:23][C:22]3[O:25][CH2:26][O:27][C:21]=3[CH:20]=2)[O:14][C:13]2[CH:28]=[CH:29][C:10]([CH2:9][O:8][Si:1]([C:4]([CH3:7])([CH3:6])[CH3:5])([CH3:3])[CH3:2])=[CH:11][C:12]=2[CH2:30][CH2:31][CH3:32])(=[O:55])=[O:56])=[CH:52][CH:53]=1)([CH3:47])[CH3:46]. Procedure: To a solution of 3.30 g (7.21 mmol) of the crude product from Step C dissolved in 40 mL of anhydrous THF was added 1.75 g (10.8 mmol) of 1,1'-carbonyldiimidazole and the reaction mixture was magnetically stirred and heated at reflux for 10 minutes. The reaction was then cooled to room temperature, 2.15 g (10.8 mmol) of 4-iso-propylbenzenesulfonamide and 1.61 mL (10.8 mmol) of 1,8-diazabicyclo[5.4.0]undec-7-ene were added and the reaction was stirred for an additional 30 minutes at room temperatu...